This data is from the Open Reaction Database (ORD), a public repository of structured organic reaction records. The task is: describe an organic reaction: reactants, conditions, products, and yield The reactants are CCOC(=O)C1CC2(CC1CC)OCCO2, ClCCl, [Na+], [OH-], O=C(O)CC(O)(CC(=O)O)C(=O)O. As a reaction SMILES: [CH2:1]([CH3:2])[CH:3]1[CH:4]([C:12](=[O:13])[O:14][CH2:15][CH3:16])[CH2:5][C:6]2([O:7][CH2:8][CH2:9][O:10]2)[CH2:11]1.[Cl:32][CH2:33][Cl:34].[Na+:18].[OH-:17].[OH:19][C:20]([CH2:21][C:22]([C:23](=[O:24])[OH:25])([CH2:26][C:27](=[O:28])[OH:29])[OH:30])=[O:31]>>[CH2:1]([CH3:2])[CH:3]1[CH:4]([C:12](=[O:13])[OH:14])[CH2:5][C:6]2([O:7][CH2:8][CH2:9][O:10]2)[CH2:11]1. The product is CCC1CC2(CC1C(=O)O)OCCO2. Reactants: CS(=O)(=O)c1ccc(-c2ccc(Cl)nn2)cc1, CCC(CC)N1CCC(N)CC1. The product is CCC(CC)N1CCC(Nc2ccc(-c3ccc(S(C)(=O)=O)cc3)nn2)CC1. RXN SMILES: [Cl:1][c:2]1[n:3][n:4][c:5](-[c:8]2[cH:9][cH:10][c:11]([S:14](=[O:15])(=[O:16])[CH3:17])[cH:12][cH:13]2)[cH:6][cH:7]1.[NH2:18][CH:19]1[CH2:20][CH2:21][N:22]([CH:25]([CH2:26][CH3:27])[CH2:28][CH3:29])[CH2:23][CH2:24]1>>[c:2]1([NH:18][CH:19]2[CH2:20][CH2:21][N:22]([CH:25]([CH2:26][CH3:27])[CH2:28][CH3:29])[CH2:23][CH2:24]2)[n:3][n:4][c:5](-[c:8]2[cH:9][cH:10][c:11]([S:14](=[O:15])(=[O:16])[CH3:17])[cH:12][cH:13]2)[cH:6][cH:7]1.